From a dataset of the Open Reaction Database (ORD), a public repository of structured organic reaction records. describe an organic reaction: reactants, conditions, products, and yield Reactants: BrCC1CC1, CC(C)(C)OC(=O)N1CCC(c2ccccc2NS(C)(=O)=O)CC1, [H-], [Na+], CN(C)C=O. Yields the product CC(C)(C)OC(=O)N1CCC(c2ccccc2N(CC2CC2)S(C)(=O)=O)CC1. RXN SMILES: [Br:27][CH2:28][CH:29]1[CH2:30][CH2:31]1.[CH3:1][S:2](=[O:3])(=[O:4])[NH:5][c:6]1[c:7]([CH:12]2[CH2:13][CH2:14][N:15]([C:18](=[O:19])[O:20][C:21]([CH3:22])([CH3:23])[CH3:24])[CH2:16][CH2:17]2)[cH:8][cH:9][cH:10][cH:11]1.[H-:26].[Na+:25].[O:32]=[CH:33][N:34]([CH3:35])[CH3:36]>>[CH3:1][S:2](=[O:3])(=[O:4])[N:5]([c:6]1[c:7]([CH:12]2[CH2:13][CH2:14][N:15]([C:18](=[O:19])[O:20][C:21]([CH3:22])([CH3:23])[CH3:24])[CH2:16][CH2:17]2)[cH:8][cH:9][cH:10][cH:11]1)[CH2:28][CH:29]1[CH2:30][CH2:31]1. The reactants are [H-], BrCc1cccc(I)c1, [Na+], C1CCOC1, OCCc1ccccc1. Yields the product Ic1cccc(COCCc2ccccc2)c1. RXN SMILES: [H-:10].[I:12][c:13]1[cH:14][c:15]([CH2:16][Br:17])[cH:18][cH:19][cH:20]1.[Na+:11].[O:21]1[CH2:22][CH2:23][CH2:24][CH2:25]1.[OH:1][CH2:2][CH2:3][c:4]1[cH:5][cH:6][cH:7][cH:8][cH:9]1>>[O:1]([CH2:2][CH2:3][c:4]1[cH:5][cH:6][cH:7][cH:8][cH:9]1)[CH2:16][c:15]1[cH:14][c:13]([I:12])[cH:20][cH:19][cH:18]1. Starting materials: FC=1C=C2C=CC(=NC2=CC1CC(=O)OC)C (methyl 2-(6-fluoro-2-methylquinolin-7-yl)acetate), C[Mg+].[Br-] (MeMgBr), CCOCC (ether). The solvent is C1(=CC=CC=C1)C (toluene). Conditions: time 2 hour. The product is FC=1C=C2C=CC(=NC2=CC1CC(C)(O)C)C (1-(6-fluoro-2-methylquinolin-7-yl)-2-methylpropan-2-ol). The yield is 31.0%. As a reaction SMILES: [F:1][C:2]1[CH:3]=[C:4]2[C:9](=[CH:10][C:11]=1[CH2:12]C(OC)=O)[N:8]=[C:7]([CH3:17])[CH:6]=[CH:5]2.[CH3:18][Mg+].[Br-].CC[O:23][CH2:24][CH3:25]>C1(C)C=CC=CC=1>[F:1][C:2]1[CH:3]=[C:4]2[C:9](=[CH:10][C:11]=1[CH2:12][C:24]([CH3:25])([OH:23])[CH3:18])[N:8]=[C:7]([CH3:17])[CH:6]=[CH:5]2 |f:1.2|. Procedure: To a stirred solution of methyl 2-(6-fluoro-2-methylquinolin-7-yl)acetate (0.650 g, 2.79 mmol) in toluene (14 mL) was added dropwise a solution of MeMgBr in ether (3.0 M, 2.79 mL, 8.36 mmol) at 0° C. under nitrogen. The reaction mixture was stirred at ambient temperature for 2 hours. The reaction was quenched by the addition of saturated aqueous NH4Cl solution. The reaction mixture was extracted with EtOAc. The combined organic layers were washed with brine, dried and concentrated under reduced ... Starting materials: C(C)(C)(C)O (tert-butanol), C(C)(C)N=C=NC(C)C (N,N′-diisopropylcarbodiimide), ClCCl (dichloromethane), OC1(CC1)C(=O)O (1-hydroxycyclopropanecarboxylic acid). The reagents and catalysts are [Cu]Cl (copper(I) chloride). Solvent: C(C)(=O)O (acetic acid). Conditions: time 4 day. Product: OC1(CC1)C(=O)OC(C)(C)C (tert-butyl 1-hydroxycyclopropanecarboxylate). Reaction SMILES: C(N=C=NC(C)C)(C)C.[C:10](O)([CH3:13])([CH3:12])[CH3:11].ClCCl.[OH:18][C:19]1([C:22]([OH:24])=[O:23])[CH2:21][CH2:20]1>[Cu]Cl.C(O)(=O)C>[OH:18][C:19]1([C:22]([O:24][C:10]([CH3:13])([CH3:12])[CH3:11])=[O:23])[CH2:21][CH2:20]1. Procedure details: At room temperature under shielded light, to N,N′-diisopropylcarbodiimide (99.75 g) was added copper(I) chloride (1.57 g), and then tert-butanol (83 ml) was added dropwise over 20 minutes, followed by stirring for 4 days. The supernatant (48 ml) was added dropwise to a dichloromethane suspension (120 ml) of 1-hydroxycyclopropanecarboxylic acid (17.12 g) using an ice bath over 15 minutes. The temperature was brought back to room temperature, followed by stirring for 40 hours, and then acetic acid... Starting materials: C1(CCCC1)N1CCN(CC1)C(=O)C=1C=C2C=C(NC2=CC1)C(=O)O (5-(4-cyclopentyl-piperazine-1-carbonyl)-1H-indole-2-carboxylic acid), Cl (hydrochloride), F[B-](F)(F)F.N1(N=NC2=C1C=CC=C2)OC(=[N+](C)C)N(C)C (O-(benzotriazol-1-yl)-N,N,N′,N′-tetramethyluronium tetrafluoroborate), C(C)(C)C1NCCC1 (2-isopropylpyrrolidine), C(C)(C)N(C(C)C)CC (N,N-diisopropylethylamine). The solvent is CN(C=O)C (N,N-dimethylformamide). The product is C1(CCCC1)N1CCN(CC1)C(=O)C=1C=C2C=C(NC2=CC1)C(=O)N1C(CCC1)C(C)C ([5-(4-Cyclopentyl-piperazine-1-carbonyl)-1H-indol-2-yl]-(2-isopropyl-pyrrolidin-1-yl)-methanone). Reaction SMILES: [CH:1]1([N:6]2[CH2:11][CH2:10][N:9]([C:12]([C:14]3[CH:15]=[C:16]4[C:20](=[CH:21][CH:22]=3)[NH:19][C:18]([C:23](O)=[O:24])=[CH:17]4)=[O:13])[CH2:8][CH2:7]2)[CH2:5][CH2:4][CH2:3][CH2:2]1.Cl.F[B-](F)(F)F.N1(OC(N(C)C)=[N+](C)C)C2C=CC=CC=2N=N1.[CH:49]([CH:52]1[CH2:56][CH2:55][CH2:54][NH:53]1)([CH3:51])[CH3:50].C(N(CC)C(C)C)(C)C>CN(C)C=O>[CH:1]1([N:6]2[CH2:7][CH2:8][N:9]([C:12]([C:14]3[CH:15]=[C:16]4[C:20](=[CH:21][CH:22]=3)[NH:19][C:18]([C:23]([N:53]3[CH2:54][CH2:55][CH2:56][CH:52]3[CH:49]([CH3:51])[CH3:50])=[O:24])=[CH:17]4)=[O:13])[CH2:10][CH2:11]2)[CH2:5][CH2:4][CH2:3][CH2:2]1 |f:2.3|. Procedure: The title compound was synthesized in analogy to example 1, from 5-(4-cyclopentyl-piperazine-1-carbonyl)-1H-indole-2-carboxylic acid 1:1 hydrochloride, O-(benzotriazol-1-yl)-N,N,N′,N′-tetramethyluronium tetrafluoroborate (commercially available), 2-isopropylpyrrolidine (commercially available) and N,N-diisopropylethylamine in N,N-dimethylformamide to give the desired product after purification by preparative HPLC on reversed phase eluting with a gradient formed from acetonitrile/water/formic aci... Reactants: CC(C)(C)N(C(=O)[O-])C1CCC2CN(S(=O)(=O)c3cccc(C(F)(F)F)c3)CC21, CCO, Cl. Yields the product NC1CCC2CN(S(=O)(=O)c3cccc(C(F)(F)F)c3)CC12. Reaction SMILES: [C:1]([N:5]([C:2](=[O:3])[O-:4])[CH:9]1[CH2:10][CH2:11][CH:12]2[CH2:13][N:14]([S:17](=[O:18])(=[O:19])[c:20]3[cH:21][c:22]([C:26]([F:27])([F:28])[F:29])[cH:23][cH:24][cH:25]3)[CH2:15][CH:16]12)([CH3:6])([CH3:7])[CH3:8].[CH3:31][CH2:32][OH:33].[ClH:30]>>[NH2:5][CH:9]1[CH2:10][CH2:11][CH:12]2[CH2:13][N:14]([S:17](=[O:18])(=[O:19])[c:20]3[cH:21][c:22]([C:26]([F:27])([F:28])[F:29])[cH:23][cH:24][cH:25]3)[CH2:15][CH:16]12. The reactants are NC(=O)N (urea), C([O-])(O)=O.[Na+] (sodium bicarbonate), Cl[Ti](Cl)(Cl)Cl (TiCl4), O (water). Yields the product [Cl-].[Ti+4].[Cl-].[Cl-].[Cl-].NC(=O)N (Titanium Chloride Urea). Reaction SMILES: [NH2:1][C:2]([NH2:4])=[O:3].[Cl:5][Ti:6](Cl)(Cl)Cl.O.C(=O)(O)[O-].[Na+]>>[Cl-:5].[Ti+4:6].[Cl-:5].[Cl-:5].[Cl-:5].[NH2:1][C:2]([NH2:4])=[O:3] |f:3.4,5.6.7.8.9.10|. Procedure: 600 Gms. of urea (11.0 moles) and 189.7 gms. (1.0 moles) of TiCl4 are mixed at room temperature. To this mixture is added 457.5 gms. of water (25.4 moles) and the reaction mixture stirred at room temperature for 15 minutes. This reaction mixture is then adjusted to a pH of 1.5 by the addition of sodium bicarbonate. Reactants: ClCCl, CO, CN(C)c1ccncc1, O=C(Cl)C(=O)Cl, O=C(O)c1ccc([N+](=O)[O-])cc1-c1ccc(F)cc1, CN(C)C=O. The product is COC(=O)c1ccc([N+](=O)[O-])cc1-c1ccc(F)cc1. Reaction SMILES: [CH2:33]([Cl:34])[Cl:35].[CH3:31][OH:32].[CH3:36][N:37]([c:38]1[cH:39][cH:40][n:41][cH:42][cH:43]1)[CH3:44].[Cl:1][C:2]([C:3]([Cl:4])=[O:5])=[O:6].[F:7][c:8]1[cH:9][cH:10][c:11](-[c:14]2[c:15]([C:16](=[O:17])[OH:18])[cH:19][cH:20][c:21]([N+:23](=[O:24])[O-:25])[cH:22]2)[cH:12][cH:13]1.[O:26]=[CH:27][N:28]([CH3:29])[CH3:30]>>[CH3:2][O:18][C:16]([c:15]1[c:14](-[c:11]2[cH:10][cH:9][c:8]([F:7])[cH:13][cH:12]2)[cH:22][c:21]([N+:23](=[O:24])[O-:25])[cH:20][cH:19]1)=[O:17].